This data is from the Open Reaction Database (ORD), a public repository of structured organic reaction records. The task is: describe an organic reaction: reactants, conditions, products, and yield Reactants: Oc1cccc(Br)c1F, CCCCCCBr, O=C([O-])[O-], CC(C)=O, [K+], [K+]. Product: CCCCCCOc1cccc(Br)c1F. As a reaction SMILES: [Br:14][c:15]1[c:16]([F:22])[c:17]([OH:21])[cH:18][cH:19][cH:20]1.[Br:7][CH2:8][CH2:9][CH2:10][CH2:11][CH2:12][CH3:13].[C:1](=[O:2])([O-:3])[O-:4].[CH3:23][C:24](=[O:25])[CH3:26].[K+:5].[K+:6]>>[CH2:8]([CH2:9][CH2:10][CH2:11][CH2:12][CH3:13])[O:21][c:17]1[c:16]([F:22])[c:15]([Br:14])[cH:20][cH:19][cH:18]1. The reactants are C(C)(C)(C)OC(=O)N1CCC(CC1)N1CC=2C=CC=C(C2C1=O)C(=O)O (2-(1-tert-butoxycarbonyl-piperidin-4-yl)-3-oxo-2,3-dihydro-1H-isoindole-4-carboxylic acid), CN(C=O)C (N,N-dimethylformamide), 1-ethyl-3-(3′-dimethylamino) carbodiimide hydrochloric acid salt, C(C)(C)N(CC)C(C)C (diisopropylethylamine). Reaction conditions: time 8 hour. Yields the product C(C)(C)(C)OC(=O)N1CCC(CC1)N1C(C2=C(C=CC=C2C1)C(N)=O)=O (4-(7-Carbamoyl-1-oxo-1,3-dihydro-isoindol-2-yl)-piperidine-1-carboxylic acid tert-butyl ester). Yield: 74.0%. As a reaction SMILES: [C:1]([O:5][C:6]([N:8]1[CH2:13][CH2:12][CH:11]([N:14]2[C:22](=[O:23])[C:21]3[C:20]([C:24](O)=[O:25])=[CH:19][CH:18]=[CH:17][C:16]=3[CH2:15]2)[CH2:10][CH2:9]1)=[O:7])([CH3:4])([CH3:3])[CH3:2].C[N:28](C)C=O.C(N(C(C)C)CC)(C)C>>[C:1]([O:5][C:6]([N:8]1[CH2:13][CH2:12][CH:11]([N:14]2[CH2:15][C:16]3[C:21](=[C:20]([C:24](=[O:25])[NH2:28])[CH:19]=[CH:18][CH:17]=3)[C:22]2=[O:23])[CH2:10][CH2:9]1)=[O:7])([CH3:3])([CH3:2])[CH3:4]. Procedure: To a solution of 2-(1-tert-butoxycarbonyl-piperidin-4-yl)-3-oxo-2,3-dihydro-1H-isoindole-4-carboxylic acid (3.7 g, 10.3 mmol) in N,N-dimethylformamide (60 mL) hydroxybenzotriazole ammonium salt (3.15 g, 20.7 mmol), 1-ethyl-3-(3′-dimethylamino) carbodiimide hydrochloric acid salt (3.34 g, 20.7 mmol) and diisopropylethylamine (5.3 mL, 30.9 mmol) were added. The reaction mixture was stirred at room temperature overnight. The solvent was removed under reduce pressure and the residue was dissolved in... The reactants are C([O-])(O)=O.[Na+] (sodium bicarbonate), OCC(C(=O)OCC)C1=CC=CC=C1 (ethyl 3-hydroxy-2-phenylpropionate), O=S(Cl)Cl (SOCl2). Solvent: ClCCl (dichloromethane), ClCCl (dichloromethane). Yields the product ClCC(C(=O)OCC)C1=CC=CC=C1 (Ethyl 3-chloro-2-phenylpropionate). Isolated yield 45.6%. RXN SMILES: O[CH2:2][CH:3]([C:9]1[CH:14]=[CH:13][CH:12]=[CH:11][CH:10]=1)[C:4]([O:6][CH2:7][CH3:8])=[O:5].O=S(Cl)[Cl:17].C(=O)(O)[O-].[Na+]>ClCCl>[Cl:17][CH2:2][CH:3]([C:9]1[CH:14]=[CH:13][CH:12]=[CH:11][CH:10]=1)[C:4]([O:6][CH2:7][CH3:8])=[O:5] |f:2.3|. Reported procedure: To ethyl 3-hydroxy-2-phenylpropionate (2.55 g, 13.1 mmol) in dichloromethane (15 ml), SOCl2 (1.87 g, 15.7 mmol) in dichloromethane (1 ml) was added while chilling with ice. After the resulting solution was stirred to cause reaction at room temperature for 3 hours, saturated aqueous sodium bicarbonate was added while chilling with ice. The prepared solution was extracted with dichloromethane, and the extract was washed with saturated aqueous sodium chloride, and then dried over anhydrous sodium s... Reactants: ClC1=CC=CC2=CC=CC=C12 (1-chloronaphthalene), C1=CC2=C3C(=CC=C4C3=C1C5=C6C4=CC=C7C6=C(C=C5)C(=O)OC7=O)C(=O)OC2=O (perylene-3,4:9,10-tetracarboxylic dianhydride), C1(=C(C=CC=C1)N)N (o-phenylenediamine), [OH-].[Na+] (sodium hydroxide), raw materials. Solvent: CO (methanol), O (water). Run at time 6 hour. Yields the product C1=CC=C2C=CC=C3C4=CC=CC5=CC=CC(C1=C23)=C45.N4=CNC5=C4C=CC=C5 (benzimidazole perylene). RXN SMILES: Cl[C:2]1C2C(=CC=CC=2)C=CC=1.[CH:12]1[C:21]2[C:22]3[CH:31]=[CH:30][C:29]4C(OC(=O)[C:27]5[C:28]=4[C:23]=3[C:24](=[CH:25][CH:26]=5)[C:19]3[C:20]=2[C:15]2[C:16](C(OC(=O)[C:14]=2[CH:13]=1)=O)=[CH:17][CH:18]=3)=O.[C:42]1([NH2:49])[CH:47]=[CH:46][CH:45]=[CH:44][C:43]=1[NH2:48].[OH-].[Na+]>CO.O>[CH:25]1[C:24]2=[C:23]3[C:22]([C:21]4[C:20]5[C:15](=[CH:16][CH:17]=[CH:18][C:19]2=5)[CH:14]=[CH:13][CH:12]=4)=[CH:31][CH:30]=[CH:29][C:28]3=[CH:27][CH:26]=1.[N:48]1[C:43]2[CH:44]=[CH:45][CH:46]=[CH:47][C:42]=2[NH:49][CH:2]=1 |f:3.4,7.8|. Procedure details: 78.7 Parts of 1-chloronaphthalene, 4.3 parts of perylene-3,4:9,10-tetracarboxylic dianhydride and 11.9 parts of o-phenylenediamine were charged in a stainless steel reactor equipped with a pitched blade turbine agitator, a circulation jacket connected to an oil supply system, a temperature measuring element and a distillation line with a condenser. After the aforementioned raw materials were charged and the agitator speed adjusted to 200 rpm, the reactor was purged with nitrogen gas, and the rea... The reactants are ClC1=CC=C(C=C1)C1(CCCCC1)N1C[C@H](N(CC1)CC(=O)OC)C ((R)-methyl 2-(4-(1-(4-chlorophenyl)cyclohexyl)-2-methyl-piperazin-1-yl)acetate), O[Li].O (LiOH.H2O). Run in C1CCOC1 (THF), CO (methanol), O (water). Reaction conditions: time 4 hour. Product: ClC1=CC=C(C=C1)C1(CCCCC1)N1C[C@H](N(CC1)CC(=O)O)C ((R)-2-(4-(1-(4-chlorophenyl)cyclohexyl)-2-methylpiperazin-1-yl)acetic acid). RXN SMILES: [Cl:1][C:2]1[CH:7]=[CH:6][C:5]([C:8]2([N:14]3[CH2:19][CH2:18][N:17]([CH2:20][C:21]([O:23]C)=[O:22])[C@H:16]([CH3:25])[CH2:15]3)[CH2:13][CH2:12][CH2:11][CH2:10][CH2:9]2)=[CH:4][CH:3]=1.O[Li].O>C1COCC1.CO.O>[Cl:1][C:2]1[CH:7]=[CH:6][C:5]([C:8]2([N:14]3[CH2:19][CH2:18][N:17]([CH2:20][C:21]([OH:23])=[O:22])[C@H:16]([CH3:25])[CH2:15]3)[CH2:13][CH2:12][CH2:11][CH2:10][CH2:9]2)=[CH:4][CH:3]=1 |f:1.2|. Reported procedure: To a solution of (R)-methyl 2-(4-(1-(4-chlorophenyl)cyclohexyl)-2-methyl-piperazin-1-yl)acetate (0.5 g, 1.37 mmol) in THF (10 mL) and methanol (1 mL) at 0° C. was added a solution of LiOH.H2O (0.16 g, 3.81 mmol) in water (1 mL). The reaction mixture was stirred for 4 h. Methanol and THF were distilled under reduced pressure and the residue was washed with ethyl acetate. The pH of the aqueous layer was adjusted to 7 and extracted with ethyl acetate. The organic layer was dried over anhydrous sodi...